This data is from the Open Reaction Database (ORD), a public repository of structured organic reaction records. The task is: describe an organic reaction: reactants, conditions, products, and yield Reactants: ClCCl, O=[Cr](=O)([O-])Cl, OCCC1CCOCC1, c1cc[nH+]cc1. Yields the product O=CCC1CCOCC1. RXN SMILES: [Cl:21][CH2:22][Cl:23].[O:10]=[Cr:11]([Cl:12])([O-:13])=[O:14].[O:1]1[CH2:2][CH2:3][CH:4]([CH2:7][CH2:8][OH:9])[CH2:5][CH2:6]1.[nH+:15]1[cH:16][cH:17][cH:18][cH:19][cH:20]1>>[O:1]1[CH2:2][CH2:3][CH:4]([CH2:7][CH:8]=[O:9])[CH2:5][CH2:6]1. The reactants are [Al+3], CCOCC, CO, CC(C)N1CCC(Oc2ccc(C3(C#N)CCOCC3)cc2)CC1, ClCCl, [H-], [H-], [H-], [H-], [Li+], [Na+], [OH-], O. The product is CC(C)N1CCC(Oc2ccc(C3(CN)CCOCC3)cc2)CC1. Reaction SMILES: [Al+3:26].[CH3:34][CH2:35][O:36][CH2:37][CH3:38].[CH3:39][OH:40].[CH:1]([CH3:2])([CH3:3])[N:4]1[CH2:5][CH2:6][CH:7]([O:10][c:11]2[cH:12][cH:13][c:14]([C:17]3([C:23]#[N:24])[CH2:18][CH2:19][O:20][CH2:21][CH2:22]3)[cH:15][cH:16]2)[CH2:8][CH2:9]1.[Cl:41][CH2:42][Cl:43].[H-:25].[H-:28].[H-:29].[H-:30].[Li+:27].[Na+:33].[OH-:32].[OH2:31]>>[CH:1]([CH3:2])([CH3:3])[N:4]1[CH2:5][CH2:6][CH:7]([O:10][c:11]2[cH:12][cH:13][c:14]([C:17]3([CH2:23][NH2:24])[CH2:18][CH2:19][O:20][CH2:21][CH2:22]3)[cH:15][cH:16]2)[CH2:8][CH2:9]1. Reaction conditions: temperature 50 celsius, time 1 hour. Reported procedure: (3R,5S)-1-(tert-Butoxycarbonyl)-5-[{[7-fluoro-1-(4-methoxybutyl)-1H-benzimidazol-2-yl]carbonyl}(2-methylpropyl)amino]piperidine-3-carboxylic acid (207 mg), morpholine (87 μl), HOBt (40 mg) and triethylamine (210 μl) were dissolved in DMF (10 ml), WSC.HCl (180 mg) was added, and the mixture was stirred at 50° C. for 1 hr. The reaction mixture was concentrated under reduced pressure, diluted with saturated aqueous sodium hydrogen carbonate, and the mixture was extracted with ethyl acetate. The ext... Run in CN(C)C=O (DMF), C(C)N(CC)CC (triethylamine). Reaction SMILES: [C:1]([O:5][C:6]([N:8]1[CH2:13][C@@H:12]([N:14]([C:19]([C:21]2[N:25]([CH2:26][CH2:27][CH2:28][CH2:29][O:30][CH3:31])[C:24]3[C:32]([F:36])=[CH:33][CH:34]=[CH:35][C:23]=3[N:22]=2)=[O:20])[CH2:15][CH:16]([CH3:18])[CH3:17])[CH2:11][C@@H:10]([C:37](O)=[O:38])[CH2:9]1)=[O:7])([CH3:4])([CH3:3])[CH3:2].[NH:40]1[CH2:45][CH2:44][O:43][CH2:42][CH2:41]1.C1C=CC2N(O)N=NC=2C=1.CCN=C=NCCCN(C)C.Cl>CN(C=O)C.C(N(CC)CC)C>[F:36][C:32]1[C:24]2[N:25]([CH2:26][CH2:27][CH2:28][CH2:29][O:30][CH3:31])[C:21]([C:19]([N:14]([CH2:15][CH:16]([CH3:17])[CH3:18])[C@H:12]3[CH2:11][C@@H:10]([C:37]([N:40]4[CH2:45][CH2:44][O:43][CH2:42][CH2:41]4)=[O:38])[CH2:9][N:8]([C:6]([O:5][C:1]([CH3:3])([CH3:4])[CH3:2])=[O:7])[CH2:13]3)=[O:20])=[N:22][C:23]=2[CH:35]=[CH:34][CH:33]=1 |f:3.4|. Product: FC1=CC=CC2=C1N(C(=N2)C(=O)N([C@@H]2CN(C[C@@H](C2)C(=O)N2CCOCC2)C(=O)OC(C)(C)C)CC(C)C)CCCCOC (tert-butyl (3S,5R)-3-{{{7-fluoro-1-(4-methoxybutyl)-1H-benzimidazol-2-yl}carbonyl}(2-methylpropyl)amino}-5-(morpholin-4-ylcarbonyl)piperidine-1-carboxylate). Starting materials: C(C)(C)(C)OC(=O)N1C[C@@H](C[C@@H](C1)N(CC(C)C)C(=O)C1=NC2=C(N1CCCCOC)C(=CC=C2)F)C(=O)O ((3R,5S)-1-(tert-Butoxycarbonyl)-5-[{[7-fluoro-1-(4-methoxybutyl)-1H-benzimidazol-2-yl]carbonyl}(2-methylpropyl)amino]piperidine-3-carboxylic acid), N1CCOCC1 (morpholine), C=1C=CC2=C(C1)N=NN2O (HOBt), CCN=C=NCCCN(C)C.Cl (WSC.HCl).